Task: describe an organic reaction: reactants, conditions, products, and yield. Dataset: the Open Reaction Database (ORD), a public repository of structured organic reaction records Starting materials: C1CCOC1, CCOC(=O)C(N)Cc1ccc2c(c1)CCCC2, O=c1[nH]c(-c2ccccc2)nn1C1CCNCC1. Product: CCOC(=O)C(Cc1ccc2c(c1)CCCC2)NC(=O)N1CCC(n2nc(-c3ccccc3)[nH]c2=O)CC1. As a reaction SMILES: [CH2:37]1[CH2:39][CH2:38][CH2:40][O:41]1.[NH2:1][CH:2]([C:3](=[O:4])[O:5][CH2:6][CH3:7])[CH2:8][c:9]1[cH:10][c:11]2[c:16]([cH:17][cH:18]1)[CH2:15][CH2:14][CH2:13][CH2:12]2.[c:19]1(-[c:25]2[nH:26][c:27](=[O:36])[n:28]([CH:30]3[CH2:31][CH2:32][NH:33][CH2:34][CH2:35]3)[n:29]2)[cH:20][cH:21][cH:22][cH:23][cH:24]1>>[NH:1]([CH:2]([C:3](=[O:4])[O:5][CH2:6][CH3:7])[CH2:8][c:9]1[cH:10][c:11]2[c:16]([cH:17][cH:18]1)[CH2:15][CH2:14][CH2:13][CH2:12]2)[C:40]([N:33]1[CH2:32][CH2:31][CH:30]([n:28]2[c:27](=[O:36])[nH:26][c:25](-[c:19]3[cH:20][cH:21][cH:22][cH:23][cH:24]3)[n:29]2)[CH2:35][CH2:34]1)=[O:41]. The reactants are O1[C@H](COCC1)CO ((S)-(1,4-dioxan-2-yl)methanol), [H-].[Na+] (NaH), BrC=1C(=NC(=NC1)Cl)Cl (5-bromo-2,4-dichloropyrimidine). The solvent is C1CCOC1 (THF). Run at time 2.5 hour. The product is O1[C@H](COCC1)COC1=NC(=NC=C1Br)Cl ((R)-4-((1,4-Dioxan-2-yl)methoxy)-5-bromo-2-chloropyrimidine). Yield: 17.7%. RXN SMILES: [O:1]1[CH2:6][CH2:5][O:4][CH2:3][C@@H:2]1[CH2:7][OH:8].[H-].[Na+].[Br:11][C:12]1[C:13](Cl)=[N:14][C:15]([Cl:18])=[N:16][CH:17]=1>C1COCC1>[O:1]1[CH2:6][CH2:5][O:4][CH2:3][C@@H:2]1[CH2:7][O:8][C:13]1[C:12]([Br:11])=[CH:17][N:16]=[C:15]([Cl:18])[N:14]=1 |f:1.2|. Reported procedure: To a solution of (S)-(1,4-dioxan-2-yl)methanol (185 mg, 1.6 mmol) in anhydrous THF (2 mL), was added NaH (60% oil dispersion, 42 mg, 1.04 mmol). The mixture was stirred at room temperature for 2.5 h. The reaction mixture was cooled to −20° C. and 5-bromo-2,4-dichloropyrimidine (252 mg, 1.04 mmol) was added at once. The resulting mixture was stirred between −15° C. and 15° C. for 6 h and quenched with water. The aqueous solution was extracted with ethyl acetate (3×10 mL). The combined organic lay...